This data is from the Open Reaction Database (ORD), a public repository of structured organic reaction records. The task is: describe an organic reaction: reactants, conditions, products, and yield The reactants are BrB(Br)Br, CNC(=O)c1cc(OC)cc2c1C1(C)CCC3C(C)(C)CCCC3(C)C1CS2, ClCCl. Yields the product CNC(=O)c1cc(O)cc2c1C1(C)CCC3C(C)(C)CCCC3(C)C1CS2. As a reaction SMILES: [B:29]([Br:30])([Br:31])[Br:32].[CH3:1][O:2][c:3]1[cH:4][c:5]([C:25](=[O:26])[NH:27][CH3:28])[c:6]2[c:19]([cH:20]1)[S:18][CH2:17][CH:16]1[C:7]2([CH3:24])[CH2:8][CH2:9][CH:10]2[C:11]([CH3:22])([CH3:23])[CH2:12][CH2:13][CH2:14][C:15]21[CH3:21].[Cl:33][CH2:34][Cl:35]>>[OH:2][c:3]1[cH:4][c:5]([C:25](=[O:26])[NH:27][CH3:28])[c:6]2[c:19]([cH:20]1)[S:18][CH2:17][CH:16]1[C:7]2([CH3:24])[CH2:8][CH2:9][CH:10]2[C:11]([CH3:22])([CH3:23])[CH2:12][CH2:13][CH2:14][C:15]21[CH3:21]. Reactants: NC1=NC=C(C=C1)CCCC (2-amino-5-n-butylpyridine), C(C)OC=C(C(=O)OCC)C#N (ethyl ethoxymethylenecyanoacetate), CCCCCC (Skellysolve B). The solvent is C1(=CC=CC=C1)C (toluene). Product: C(#N)C(C(=O)OCC)=CNC1=NC=C(C=C1)CCCC (Ethyl 2-Cyano-3-(5-n-butyl-2-pyridylamino)acrylate). RXN SMILES: [NH2:1][C:2]1[CH:7]=[CH:6][C:5]([CH2:8][CH2:9][CH2:10][CH3:11])=[CH:4][N:3]=1.C(O[CH:15]=[C:16]([C:22]#[N:23])[C:17]([O:19][CH2:20][CH3:21])=[O:18])C.CCCCCC>C1(C)C=CC=CC=1>[C:22]([C:16](=[CH:15][NH:1][C:2]1[CH:7]=[CH:6][C:5]([CH2:8][CH2:9][CH2:10][CH3:11])=[CH:4][N:3]=1)[C:17]([O:19][CH2:20][CH3:21])=[O:18])#[N:23]. Reported procedure: A solution of 2-amino-5-n-butylpyridine (3.72 g., 23.43 mmoles) and ethyl ethoxymethylenecyanoacetate (3.96 g., 23.43 mmoles) in toluene was heated for 10 minutes by means of an oil bath maintained at 100°. The solution was cooled and treated with Skellysolve B (200 ml.). The mixture was triturated for 18 hours at room temperature and then filtered. The collected title compound (4.3 g., 67.2%) had m.p. 69°-73°. Starting materials: CC#CC(=O)O, CCN=C=NCCCN(C)C, Cl, Nc1ccc2ncnc(Nc3cccc(Br)c3)c2c1, CN(C)C=O. Yields the product CC#CC(=O)Nc1ccc2ncnc(Nc3cccc(Br)c3)c2c1. RXN SMILES: [C:1]([C:2]#[C:3][CH3:4])(=[O:5])[OH:6].[CH3:8][N:9]([CH3:10])[CH2:11][CH2:12][CH2:13][N:14]=[C:15]=[N:16][CH2:17][CH3:18].[ClH:7].[NH2:19][c:20]1[cH:21][c:22]2[c:23]([NH:30][c:31]3[cH:32][c:33]([Br:37])[cH:34][cH:35][cH:36]3)[n:24][cH:25][n:26][c:27]2[cH:28][cH:29]1.[O:38]=[CH:39][N:40]([CH3:41])[CH3:42]>>[C:1]([C:2]#[C:3][CH3:4])(=[O:6])[NH:19][c:20]1[cH:21][c:22]2[c:23]([NH:30][c:31]3[cH:32][c:33]([Br:37])[cH:34][cH:35][cH:36]3)[n:24][cH:25][n:26][c:27]2[cH:28][cH:29]1. The reactants are BrCCCCN1CSCC1=O (3-(4-bromobutyl)-4-thiazolidinone), Cl.CC1=C(C=CC=C1C)N1CCNCC1 (1-(2,3-dimethylphenyl)piperazine hydrochloride), C(=O)([O-])[O-].[K+].[K+] (K2CO3), [Na+].[I-] (NaI). Solvent: CC#N (CH3CN). The product is Cl.CC1=C(C=CC=C1C)N1CCN(CC1)CCCCN1CSCC1=O (3-[4-[1-(2,3-Dimethylphenyl)-4-piperazinyl]butyl]-4-thiazolidinone hydrochloride). Reaction SMILES: Br[CH2:2][CH2:3][CH2:4][CH2:5][N:6]1[C:10](=[O:11])[CH2:9][S:8][CH2:7]1.[ClH:12].[CH3:13][C:14]1[C:19]([CH3:20])=[CH:18][CH:17]=[CH:16][C:15]=1[N:21]1[CH2:26][CH2:25][NH:24][CH2:23][CH2:22]1.C([O-])([O-])=O.[K+].[K+].[Na+].[I-]>CC#N>[ClH:12].[CH3:13][C:14]1[C:19]([CH3:20])=[CH:18][CH:17]=[CH:16][C:15]=1[N:21]1[CH2:22][CH2:23][N:24]([CH2:2][CH2:3][CH2:4][CH2:5][N:6]2[C:10](=[O:11])[CH2:9][S:8][CH2:7]2)[CH2:25][CH2:26]1 |f:1.2,3.4.5,6.7,9.10|. Procedure details: To a solution of 3-(4-bromobutyl)-4-thiazolidinone (4.0 g) and 1-(2,3-dimethylphenyl)piperazine hydrochloride (3.8 g) in 100 ml of anhydrous CH3CN were added K2CO3 (9.3 g) and NaI (200 mg). The mixture was heated to 80° with stirring under N2. The reactants are CC(C)(C)OC(=O)N1Cc2cc3c(cc2CC1C(=O)O)OCC(c1cccc(OCc2ccc(Cl)c(Cl)c2)c1)O3, COC(=O)C(N)Cc1ccc(-c2ccnc(C)c2C)cc1, CCN=C=NCCCN(C)C, CCN(C(C)C)C(C)C, ClCCl, Cl, Cl, On1nnc2ccccc21. The product is COC(=O)C(Cc1ccc(-c2ccnc(C)c2C)cc1)NC(=O)C1Cc2cc3c(cc2CN1C(=O)OC(C)(C)C)OC(c1cccc(OCc2ccc(Cl)c(Cl)c2)c1)CO3. As a reaction SMILES: [C:1]([CH3:2])([CH3:3])([CH3:4])[O:5][C:6](=[O:7])[N:8]1[CH2:9][c:10]2[cH:11][c:12]3[c:13]([cH:14][c:15]2[CH2:16][CH:17]1[C:18](=[O:19])[OH:20])[O:21][CH2:22][CH:23]([c:25]1[cH:26][c:27]([O:31][CH2:32][c:33]2[cH:34][c:35]([Cl:40])[c:36]([Cl:39])[cH:37][cH:38]2)[cH:28][cH:29][cH:30]1)[O:24]3.[CH3:53][O:54][C:55]([CH:56]([CH2:57][c:58]1[cH:59][cH:60][c:61](-[c:64]2[c:65]([CH3:71])[c:66]([CH3:70])[n:67][cH:68][cH:69]2)[cH:62][cH:63]1)[NH2:72])=[O:73].[CH3:86][CH2:87][N:88]=[C:89]=[N:90][CH2:91][CH2:92][CH2:93][N:94]([CH3:95])[CH3:96].[CH:74]([N:75]([CH2:76][CH3:77])[CH:78]([CH3:79])[CH3:80])([CH3:81])[CH3:82].[Cl:83][CH2:84][Cl:85].[ClH:51].[ClH:52].[OH:41][n:42]1[c:43]2[c:44]([cH:45][cH:46][cH:47][cH:48]2)[n:49][n:50]1>>[C:1]([CH3:2])([CH3:3])([CH3:4])[O:5][C:6](=[O:7])[N:8]1[CH2:9][c:10]2[cH:11][c:12]3[c:13]([cH:14][c:15]2[CH2:16][CH:17]1[C:18](=[O:20])[NH:72][CH:56]([C:55]([O:54][CH3:53])=[O:73])[CH2:57][c:58]1[cH:59][cH:60][c:61](-[c:64]2[c:65]([CH3:71])[c:66]([CH3:70])[n:67][cH:68][cH:69]2)[cH:62][cH:63]1)[O:21][CH2:22][CH:23]([c:25]1[cH:26][c:27]([O:31][CH2:32][c:33]2[cH:34][c:35]([Cl:40])[c:36]([Cl:39])[cH:37][cH:38]2)[cH:28][cH:29][cH:30]1)[O:24]3. The product is NC1CN(CC1)C1=C(C=C2C(C(=CN(C2=C1Cl)C1CC1)C(=O)O)=O)F (7-(3-amino-1-pyrrolidinyl)-8-chloro-1-cyclopropyl-6-fluoro-1,4-dihydro-4-oxoquinoline-3-carboxylic acid). Procedure: To a 1-liter flask was charged 100 g (0.27 mol) 7-(3-amino-1-pyrrolidinyl)-8-chloro-1-cyclopropyl-6-fluoro-1,4-dihydro-4-oxoquinoline-3-carboxylic acid monohydrochloride followed by 200 mL methanol and 200 mL demineralized water. The mixture was stirred and heated to 60° C. where it was maintained until solution was achieved. To a separate 1-liter flask was added 0.5 g Ca(OH)2 and 200 mL demineralized water and the mixture stirred and heated to 60° C. To this mixture was simultaneously added the... The reactants are Cl.NC1CN(CC1)C1=C(C=C2C(C(=CN(C2=C1Cl)C1CC1)C(=O)O)=O)F (7-(3-amino-1-pyrrolidinyl)-8-chloro-1-cyclopropyl-6-fluoro-1,4-dihydro-4-oxoquinoline-3-carboxylic acid monohydrochloride), O (water), Cl.NC1CN(CC1)C1=C(C=C2C(C(=CN(C2=C1Cl)C1CC1)C(=O)O)=O)F (7-(3-amino-1-pyrrolidinyl)-8-chloro-1-cyclopropyl-6-fluoro-1,4-dihydro-4-oxoquinoline-3carboxylic acid monohydrochloride), O (water), Ca(OH)2, [OH-].[Na+] (NaOH). Conditions: temperature 60 celsius. RXN SMILES: Cl.[NH2:2][CH:3]1[CH2:7][CH2:6][N:5]([C:8]2[C:17]([Cl:18])=[C:16]3[C:11]([C:12](=[O:25])[C:13]([C:22]([OH:24])=[O:23])=[CH:14][N:15]3[CH:19]3[CH2:21][CH2:20]3)=[CH:10][C:9]=2[F:26])[CH2:4]1.O.[OH-].[Na+]>CO>[NH2:2][CH:3]1[CH2:7][CH2:6][N:5]([C:8]2[C:17]([Cl:18])=[C:16]3[C:11]([C:12](=[O:25])[C:13]([C:22]([OH:24])=[O:23])=[CH:14][N:15]3[CH:19]3[CH2:20][CH2:21]3)=[CH:10][C:9]=2[F:26])[CH2:4]1 |f:0.1,3.4|. Run in CO (methanol), CO (methanol). Yield: 91.1%. The reactants are ClC1=NC(=C2N=CN(C2=N1)C1CCCC1)Cl (2,6-dichloro-9-cyclopentylpurine), ClC1=C(C=CC(=C1)Cl)NN (2,4-dichlorophenyl hydrazine). Run in C(C)N(CC)CC (triethylamine). Yields the product ClC1=NC(=C2N=CN(C2=N1)C1CCCC1)NNC1=C(C=C(C=C1)Cl)Cl (2-Chloro-6-(2,4-dichlorophenyl hydrazino)-9-cyclopentylpurine). Reaction SMILES: [Cl:1][C:2]1[N:10]=[C:9]2[C:5]([N:6]=[CH:7][N:8]2[CH:11]2[CH2:15][CH2:14][CH2:13][CH2:12]2)=[C:4](Cl)[N:3]=1.[Cl:17][C:18]1[CH:23]=[C:22]([Cl:24])[CH:21]=[CH:20][C:19]=1[NH:25][NH2:26]>C(N(CC)CC)C>[Cl:1][C:2]1[N:10]=[C:9]2[C:5]([N:6]=[CH:7][N:8]2[CH:11]2[CH2:15][CH2:14][CH2:13][CH2:12]2)=[C:4]([NH:26][NH:25][C:19]2[CH:20]=[CH:21][C:22]([Cl:24])=[CH:23][C:18]=2[Cl:17])[N:3]=1. Reported procedure: 2-Chloro-6-(2,4-dichlorophenyl hydrazino)-9-cyclopentylpurine is prepared from 2,6-dichloro-9-cyclopentylpurine, 2,4-dichlorophenyl hydrazine, and triethylamine essentially as described above in Example 1, Scheme A, step b. The reactants are COC(=O)C=1C(=C2C=C(C(N(C2=CN1)CC1=CC=CC=C1)=O)C1=C(C=CC=C1)C(F)(F)F)O (1-benzyl-5-hydroxy-2-oxo-3-(2-trifluoromethyl-phenyl)-1,2-dihydro-[1,7]naphthyridine-6-carboxylic acid methyl ester), NCCC(=O)O (β-alanine), C[O-].[Na+] (NaOMe). Solvent: C(=O)(O)[O-].[Na+] (NaHCO3). The product is C(C1=CC=CC=C1)N1C(C(=CC2=C(C(=NC=C12)C(=O)NCCC(=O)O)O)C1=C(C=CC=C1)C(F)(F)F)=O (3-{[1-Benzyl-5-hydroxy-2-oxo-3-(2-trifluoromethyl-phenyl)-1,2-dihydro-[1,7]naphthyridine-6-carbonyl]-amino}-propionic acid). Isolated yield 53.0%. Reaction SMILES: CO[C:3]([C:5]1[C:6]([OH:33])=[C:7]2[C:12](=[CH:13][N:14]=1)[N:11]([CH2:15][C:16]1[CH:21]=[CH:20][CH:19]=[CH:18][CH:17]=1)[C:10](=[O:22])[C:9]([C:23]1[CH:28]=[CH:27][CH:26]=[CH:25][C:24]=1[C:29]([F:32])([F:31])[F:30])=[CH:8]2)=[O:4].[NH2:34][CH2:35][CH2:36][C:37]([OH:39])=[O:38].C[O-].[Na+]>C([O-])(O)=O.[Na+]>[CH2:15]([N:11]1[C:12]2[C:7](=[C:6]([OH:33])[C:5]([C:3]([NH:34][CH2:35][CH2:36][C:37]([OH:39])=[O:38])=[O:4])=[N:14][CH:13]=2)[CH:8]=[C:9]([C:23]2[CH:28]=[CH:27][CH:26]=[CH:25][C:24]=2[C:29]([F:31])([F:32])[F:30])[C:10]1=[O:22])[C:16]1[CH:17]=[CH:18][CH:19]=[CH:20][CH:21]=1 |f:2.3,4.5|. Procedure details: A mixture of 1-benzyl-5-hydroxy-2-oxo-3-(2-trifluoromethyl-phenyl)-1,2-dihydro-[1,7]naphthyridine-6-carboxylic acid methyl ester (27 mg, 0.059 mmol), β-alanine (530 mg, 5.9 mmol) and NaOMe solution (9.6 mL, 4.8 mmol, 0.5 M in MeOH) was refluxed for 16 h. After the mixture was cooled to r.t., the solvent was evaporated in vacuo. The residue was partitioned between EtOAc and water. 1 M HCl was added until pH was about 3. The aqueous layer was extracted with additional EtOAc, and the organic layers...